Dataset: the Open Reaction Database (ORD), a public repository of structured organic reaction records. Task: describe an organic reaction: reactants, conditions, products, and yield The reactants are C(C(=O)C)C1CN(CCC1=O)CC1=CC=CC=C1 (3-acetonyl-1-benzyl-4-piperidone), C(C1=CC=CC=C1)N (benzylamine). Yields the product C(C1=CC=CC=C1)N1C(=CC=2CN(CCC21)CC2=CC=CC=C2)C (1,5-Dibenzyl-4,5,6,7-tetrahydro-2-methyl-1H-pyrrolo[3,2-c]pyridine). As a reaction SMILES: [CH2:1]([CH:5]1[C:10](=O)[CH2:9][CH2:8][N:7]([CH2:12][C:13]2[CH:18]=[CH:17][CH:16]=[CH:15][CH:14]=2)[CH2:6]1)[C:2]([CH3:4])=O.[CH2:19]([NH2:26])[C:20]1[CH:25]=[CH:24][CH:23]=[CH:22][CH:21]=1>>[CH2:19]([N:26]1[C:10]2[CH2:9][CH2:8][N:7]([CH2:12][C:13]3[CH:18]=[CH:17][CH:16]=[CH:15][CH:14]=3)[CH2:6][C:5]=2[CH:1]=[C:2]1[CH3:4])[C:20]1[CH:25]=[CH:24][CH:23]=[CH:22][CH:21]=1. Reported procedure: Using a procedure analogous to Example 3, 3-acetonyl-1-benzyl-4-piperidone may be reacted with benzylamine to give the title compound. Reactants: COC(C(CC1CCCC1)C1=CC=C(C=C1)I)=O (3-cyclopentyl-2-(4-iodo-phenyl)-propionic acid methyl ester), CC(CC#C)O (4-pentyne-2-ol). Reagents/catalysts: C1=CC=C(C=C1)P(C2=CC=CC=C2)C3=CC=CC=C3.C1=CC=C(C=C1)P(C2=CC=CC=C2)C3=CC=CC=C3.Cl[Pd]Cl (bis(triphenylphosphine)palladium (II) chloride), [I-] (iodide), C(C)N(CC)CC (triethylamine). Run in CN(C=O)C (N,N-dimethylformamide). Run at temperature 70 celsius. Yields the product ethyl acetate hexanes, COC(C(CC1CCCC1)C1=CC=C(C=C1)C#CCC(C)O)=O (3-cyclopentyl-2-[4-(4-hydroxy-pent-1-ynyl)-phenyl]-propionic acid methyl ester). Yield: 91.9%. RXN SMILES: [CH3:1][O:2][C:3](=[O:18])[CH:4]([C:11]1[CH:16]=[CH:15][C:14](I)=[CH:13][CH:12]=1)[CH2:5][CH:6]1[CH2:10][CH2:9][CH2:8][CH2:7]1.[CH3:19][CH:20]([OH:24])[CH2:21][C:22]#[CH:23]>CN(C)C=O.C1C=CC(P(C2C=CC=CC=2)C2C=CC=CC=2)=CC=1.C1C=CC(P(C2C=CC=CC=2)C2C=CC=CC=2)=CC=1.Cl[Pd]Cl.C(N(CC)CC)C.[I-]>[CH3:1][O:2][C:3](=[O:18])[CH:4]([C:11]1[CH:16]=[CH:15][C:14]([C:23]#[C:22][CH2:21][CH:20]([OH:24])[CH3:19])=[CH:13][CH:12]=1)[CH2:5][CH:6]1[CH2:10][CH2:9][CH2:8][CH2:7]1 |f:3.4.5|. Procedure details: A solution of 3-cyclopentyl-2-(4-iodo-phenyl)-propionic acid methyl ester (716 mg, 2.0 mmol) and triethylamine (2 mL, 0.01 mmol) in N,N-dimethylformamide (2 mL) was treated with 4-pentyne-2-ol (0.47 mL, 5.0 mmol). The resulting reaction mixture was degassed with argon and then treated with cooper iodide (10 mg, 0.05 mmol) and bis(triphenylphosphine)palladium (II) chloride (15 mg, 0.02 mmol). The reaction was then heated at 70° C. for 24 h. At this time, the reaction was cooled to 25° C. and conc...